From a dataset of the Open Reaction Database (ORD), a public repository of structured organic reaction records. describe an organic reaction: reactants, conditions, products, and yield Reactants: FC(C(=O)N[C@@H]1C(N([C@@H](C1)C1=CC=CC=C1)CC(C)C)=O)(F)F (cis-2,2,2-trifluoro-N-(1-isobutyl-2-oxo-5-phenylpyrrolidin-3-yl)acetamide), C([O-])([O-])=O.[K+].[K+] (potassium carbonate). Run in CO (methanol), O (water). Reaction conditions: time 27 hour. Yields the product N[C@@H]1C(N([C@@H](C1)C1=CC=CC=C1)CC(C)C)=O (cis-3-Amino-1-isobutyl-5-phenylpyrrolidin-2-one). Isolated yield 92.6%. As a reaction SMILES: FC(F)(F)C([NH:5][C@H:6]1[CH2:10][C@@H:9]([C:11]2[CH:16]=[CH:15][CH:14]=[CH:13][CH:12]=2)[N:8]([CH2:17][CH:18]([CH3:20])[CH3:19])[C:7]1=[O:21])=O.C(=O)([O-])[O-].[K+].[K+]>CO.O>[NH2:5][C@H:6]1[CH2:10][C@@H:9]([C:11]2[CH:16]=[CH:15][CH:14]=[CH:13][CH:12]=2)[N:8]([CH2:17][CH:18]([CH3:19])[CH3:20])[C:7]1=[O:21] |f:1.2.3|. Procedure: To a solution of cis-2,2,2-trifluoro-N-(1-isobutyl-2-oxo-5-phenylpyrrolidin-3-yl)acetamide (50.0 mg, 0.152 mmol) in methanol (3 mL) and water (1 mL) was added potassium carbonate (63.1 mg, 0.447 mmol). After 27 hours, the reaction solution was concentrated, and worked up with methylene chloride and water. The organic extracts were dried over sodium sulfate, filtered and concentrated to produce the title compound (32.7 mg). MS 233 (M+1). Reactants: CI, CC(=O)Nc1cccc(-n2ccc(=O)c(-c3ccnn3-c3ccccc3F)n2)c1, [H-], [Na+], CN(C)C=O. Product: CC(=O)N(C)c1cccc(-n2ccc(=O)c(-c3ccnn3-c3ccccc3F)n2)c1. As a reaction SMILES: [CH3:30][I:31].[F:1][c:2]1[c:3](-[n:8]2[n:9][cH:10][cH:11][c:12]2-[c:13]2[n:14][n:15](-[c:20]3[cH:21][c:22]([NH:26][C:27]([CH3:28])=[O:29])[cH:23][cH:24][cH:25]3)[cH:16][cH:17][c:18]2=[O:19])[cH:4][cH:5][cH:6][cH:7]1.[H-:32].[Na+:33].[O:34]=[CH:35][N:36]([CH3:37])[CH3:38]>>[F:1][c:2]1[c:3](-[n:8]2[n:9][cH:10][cH:11][c:12]2-[c:13]2[n:14][n:15](-[c:20]3[cH:21][c:22]([N:26]([C:27]([CH3:28])=[O:29])[CH3:30])[cH:23][cH:24][cH:25]3)[cH:16][cH:17][c:18]2=[O:19])[cH:4][cH:5][cH:6][cH:7]1. Starting materials: COC(COC1=CC=C(C=C1)C1=CC=C(C=C1)CNC(=O)C=1C=NN(C1C(F)(F)F)C1=CC=CC=C1)=O (methyl({4′-[({[1-phenyl-5-(trifluoromethyl)-1H-pyrazol-4-yl]carbonyl}amino)methyl][1,1′-biphenyl]-4-yl}oxy)acetate), Cl (HCl), [OH-].[Na+] (NaOH). Solvent: C1CCOC1 (THF), O (water). Run at time 8 hour. The product is C1(=CC=CC=C1)N1N=CC(=C1C(F)(F)F)C(=O)NCC1=CC=C(C=C1)C1=CC=C(C=C1)OCC(=O)O (({4′-[({[1-phenyl-5-(trifluoromethyl)-1H-pyrazol-4-yl]carbonyl}amino)-methyl][1,1′-biphenyl]-4-yl}oxy)acetic acid). The yield is 90.2%. As a reaction SMILES: C[O:2][C:3](=[O:37])[CH2:4][O:5][C:6]1[CH:11]=[CH:10][C:9]([C:12]2[CH:17]=[CH:16][C:15]([CH2:18][NH:19][C:20]([C:22]3[CH:23]=[N:24][N:25]([C:31]4[CH:36]=[CH:35][CH:34]=[CH:33][CH:32]=4)[C:26]=3[C:27]([F:30])([F:29])[F:28])=[O:21])=[CH:14][CH:13]=2)=[CH:8][CH:7]=1.[OH-].[Na+].Cl>C1COCC1.O>[C:31]1([N:25]2[C:26]([C:27]([F:30])([F:28])[F:29])=[C:22]([C:20]([NH:19][CH2:18][C:15]3[CH:16]=[CH:17][C:12]([C:9]4[CH:8]=[CH:7][C:6]([O:5][CH2:4][C:3]([OH:37])=[O:2])=[CH:11][CH:10]=4)=[CH:13][CH:14]=3)=[O:21])[CH:23]=[N:24]2)[CH:36]=[CH:35][CH:34]=[CH:33][CH:32]=1 |f:1.2|. Procedure details: A mixture of methyl({4′-[({[1-phenyl-5-(trifluoromethyl)-1H-pyrazol-4-yl]carbonyl}amino)methyl][1,1′-biphenyl]-4-yl}oxy)acetate (284 mg, 0.557 mmol), prepared in the previous step, and 1 N NaOH (668 μL, 0.668 mmol) in 20 mL of THF and 10 mL of water was stirred at room temperature for 20 h (overnight). The reaction was acidified by the addition of 668 μL of 1 N HCl and then concentrated under reduced pressure to remove the THF. The solid that formed was collected by filtration and dried under re... Reactants: ClC(Cl)Cl, COc1c(C)cnc(C)c1Cl, ClCCl, NC(N)=O, [Na+], [Na+], [O-][O-], O=C1OC(=O)c2ccccc21, O=S([O-])([O-])=S. Product: COc1c(C)c[n+]([O-])c(C)c1Cl. As a reaction SMILES: [CH:39]([Cl:40])([Cl:41])[Cl:42].[Cl:1][c:2]1[c:3]([CH3:11])[n:4][cH:5][c:6]([CH3:10])[c:7]1[O:8][CH3:9].[Cl:36][CH2:37][Cl:38].[NH2:12][C:13]([NH2:14])=[O:15].[Na+:34].[Na+:35].[O-:16][O-:17].[O:18]=[C:19]1[c:20]2[c:21]([cH:22][cH:23][cH:24][cH:25]2)[C:26](=[O:27])[O:28]1.[S:29]([O-:30])([O-:31])(=[O:32])=[S:33]>>[Cl:1][c:2]1[c:3]([CH3:11])[n+:4]([O-:15])[cH:5][c:6]([CH3:10])[c:7]1[O:8][CH3:9]. Starting materials: COC1=CC(=C(C(=C1)C)S(=O)(=O)N(C)CC1=NC(=NO1)C(=O)OCC)C (ethyl 5-({[(4-methoxy-2,6-dimethylphenyl)sulfonyl](methyl)amino}methyl)-1,2,4-oxadiazole-3-carboxylate), CN1CCC(CC1)CN1CCNCC1 (1-[(1-methylpiperidin-4-yl)methyl]piperazine), C[Al](C)C (trimethylaluminium). Solvent: ClCCCl (DCE). The product is COC1=CC(=C(C(=C1)C)S(=O)(=O)N(CC1=NC(=NO1)C(=O)N1CCN(CC1)CC1CCN(CC1)C)C)C (4-Methoxy-N,2,6-trimethyl-N-{[3-({4-[(1-methylpiperidin-4-yl)methyl]piperazin-1-yl}carbonyl)-1,2,4-oxadiazol-5-yl]methyl}benzenesulfonamide). RXN SMILES: [CH3:1][O:2][C:3]1[CH:8]=[C:7]([CH3:9])[C:6]([S:10]([N:13]([CH2:15][C:16]2[O:20][N:19]=[C:18]([C:21]([O:23]CC)=O)[N:17]=2)[CH3:14])(=[O:12])=[O:11])=[C:5]([CH3:26])[CH:4]=1.[CH3:27][N:28]1[CH2:33][CH2:32][CH:31]([CH2:34][N:35]2[CH2:40][CH2:39][NH:38][CH2:37][CH2:36]2)[CH2:30][CH2:29]1.C[Al](C)C>ClCCCl>[CH3:1][O:2][C:3]1[CH:4]=[C:5]([CH3:26])[C:6]([S:10]([N:13]([CH3:14])[CH2:15][C:16]2[O:20][N:19]=[C:18]([C:21]([N:38]3[CH2:37][CH2:36][N:35]([CH2:34][CH:31]4[CH2:32][CH2:33][N:28]([CH3:27])[CH2:29][CH2:30]4)[CH2:40][CH2:39]3)=[O:23])[N:17]=2)(=[O:11])=[O:12])=[C:7]([CH3:9])[CH:8]=1. Reported procedure: The title compound was prepared according to general procedure AT using ethyl 5-({[(4-methoxy-2,6-dimethylphenyl)sulfonyl](methyl)amino}methyl)-1,2,4-oxadiazole-3-carboxylate (35 mg, 0.09 mmol), 1-[(1-methylpiperidin-4-yl)methyl]piperazine (34 mg, 0.17 mmol) and trimethylaluminium (2 M in toluene, 0.08 mL) in DCE (3 mL). A portion of the crude product was purified using prep method D. Reactants: C(C1=CC=CC=C1)O[C@@H](C)[C@@H](CCC1=CC=CC2=CC=CC=C12)N1C=NC(=C1)C(=O)OC (methyl 1-[(2S,3R)-2-benzyloxy-5-(1-naphthyl)- 3-pentyl]imidazole-4-carboxylate), [OH-].[Na+] (sodium hydroxide). Run in O (water), C(C)O (ethanol). Run at time 8 hour. Product: C(C1=CC=CC=C1)O[C@@H](C)[C@@H](CCC1=CC=CC2=CC=CC=C12)N1C=NC(=C1)C(=O)O (1-[(2S,3R)-2-benzyloxy-5-(1-naphthyl)-3-pentyl]imidazole-4-carboxylic acid). Yield: 90.1%. As a reaction SMILES: [CH2:1]([O:8][C@H:9]([C@H:11]([N:24]1[CH:28]=[C:27]([C:29]([O:31]C)=[O:30])[N:26]=[CH:25]1)[CH2:12][CH2:13][C:14]1[C:23]2[C:18](=[CH:19][CH:20]=[CH:21][CH:22]=2)[CH:17]=[CH:16][CH:15]=1)[CH3:10])[C:2]1[CH:7]=[CH:6][CH:5]=[CH:4][CH:3]=1.[OH-].[Na+]>C(O)C.O>[CH2:1]([O:8][C@H:9]([C@H:11]([N:24]1[CH:28]=[C:27]([C:29]([OH:31])=[O:30])[N:26]=[CH:25]1)[CH2:12][CH2:13][C:14]1[C:23]2[C:18](=[CH:19][CH:20]=[CH:21][CH:22]=2)[CH:17]=[CH:16][CH:15]=1)[CH3:10])[C:2]1[CH:7]=[CH:6][CH:5]=[CH:4][CH:3]=1 |f:1.2|. Procedure details: A mixture of methyl 1-[(2S,3R)-2-benzyloxy-5-(1-naphthyl)- 3-pentyl]imidazole-4-carboxylate (obtained in Example 3(20))(97 mg) and sodium hydroxide (12 mg) in ethanol (2 ml) and water (0.2 ml) was stirred at room temperature overnight. The solvent was evaporated and the residue was taken up in a mixture of ethyl acetate and water. The aqueous layer was separated, acidified to pH 3 with hydrochloric acid, and extracted with ethyl acetate. The extract was dried and evaporated to give a pale brown ... RXN SMILES: [CH3:1][O:2][C:3]1([CH2:13][C:14]2[CH:19]=[CH:18][CH:17]=[CH:16][C:15]=2[CH3:20])[CH2:12][CH2:11][C:6]2(OCC[O:7]2)[CH2:5][CH2:4]1.O.O.C1(C)C=CC(S(O)(=O)=O)=CC=1>CC(C)=O>[CH3:1][O:2][C:3]1([CH2:13][C:14]2[CH:19]=[CH:18][CH:17]=[CH:16][C:15]=2[CH3:20])[CH2:12][CH2:11][C:6](=[O:7])[CH2:5][CH2:4]1 |f:2.3|. Isolated yield 100.4%. Reported procedure: A solution of EXAMPLE 15B (0.51 g, 1.80 mmol) in acetone (10 mL) was treated with water (5 mL) and p-toluenesulfonic acid monohydrate (0.20 g), heated to reflux, stirred overnight, and concentrated to remove the acetone. The remaining aqueous solution was extracted with ethyl acetate (3×100 mL) and the combined extracts were washed sequentially with 1N NaOH, water, and brine, dried (Na2SO4), filtered, and concentrated to provide the desired product (0.42 g, 100%). MS (ESI) m/e 233 (M+H)+. Yields the product COC1(CCC(CC1)=O)CC1=C(C=CC=C1)C (4-methoxy-4-(2-methylbenzyl)cyclohexanone). Run at time 8 hour. The solvent is CC(=O)C (acetone). Starting materials: COC1(CCC2(OCCO2)CC1)CC1=C(C=CC=C1)C (8-methoxy-8-(2-methylbenzyl)-1,4-dioxaspiro(4.5)decane), O (water), O.C1(=CC=C(C=C1)S(=O)(=O)O)C (p-toluenesulfonic acid monohydrate). As a reaction SMILES: [CH2:1]([B:2]([CH2:3][CH3:10])[c:4]1[cH:5][n:6][cH:7][cH:8][cH:9]1)[CH3:11].[CH2:39]1[O:40][CH2:41][CH2:42][CH2:43]1.[I:12][C:13]1=[CH:18][CH2:17][CH:16]2[C:14]1([CH3:15])[CH2:31][CH2:30][CH:29]1[CH:19]2[CH2:20][CH:21]=[C:22]2[CH2:23][CH:24]([OH:32])[CH2:25][CH2:26][C:27]21[CH3:28].[Na+:33].[Na+:34].[O-:35][C:36](=[O:37])[O-:38]>>[c:4]1([C:13]2=[CH:18][CH2:17][CH:16]3[C:14]2([CH3:15])[CH2:31][CH2:30][CH:29]2[CH:19]3[CH2:20][CH:21]=[C:22]3[CH2:23][CH:24]([OH:32])[CH2:25][CH2:26][C:27]32[CH3:28])[cH:5][n:6][cH:7][cH:8][cH:9]1. Reactants: CCB(CC)c1cccnc1, C1CCOC1, CC12CCC3C(CC=C4CC(O)CCC43C)C1CC=C2I, [Na+], [Na+], O=C([O-])[O-]. The product is CC12CCC(O)CC1=CCC1C2CCC2(C)C(c3cccnc3)=CCC12. Starting materials: C(C)(C)(C)OC(=O)N[C@@H](C(=O)O)C1=CC=C(C=C1)OCCN1CCCCC1 ((R)-tert-butoxycarbonylamino-[4-(2-piperidin-1-yl-ethoxy)-phenyl]-acetic acid), Cl.CN(CCCN=C=NCC)C (1-[3-(dimethylamino)propyl]-3-ethylcarbodiimide hydrochloride), Cl.CN(CCCN=C=NCC)C (1-[3-(dimethylamino)propyl]-3-ethylcarbodiimide hydrochloride), C(C)(C)(C)OC(=O)N[C@@H](C(=O)O)C1=CC=C(C=C1)OCCN1CCCCC1 ((R)-tert-butoxycarbonylamino-[4-(2-piperidin-1-yl-ethoxy)-phenyl]-acetic acid), COC1=CC=C(C=C1)[C@H]1NC(N(C1=O)[C@H](C(=O)NC=1SC=C(N1)C(CC)=O)[C@@H](C)C1=CC=CC=C1)=O ((2S,3S)-2-[(R)-4-(4-Methoxy-phenyl)-2,5-dioxo-imidazolidin-1-yl]-3-phenyl-N-(4-propionyl-thiazol-2-yl)-butyramide), C(C)(C)(C)OC(=O)N[C@@H](C(=O)O)C1=CC=C(C=C1)OCCN1CCCCC1 ((R)-tert-Butoxycarbonylamino-[4-(2-piperidin-1-yl-ethoxy)-phenyl]-acetic acid). Run in O1CCCC1 (tetrahydrofuran). Reaction conditions: time 1 hour. Product: C(C)(C)(C)OC(N[C@H](C1=CC=C(C=C1)OCCN1CCCCC1)C(N[C@@H]([C@@H](C)C1=CC=CC=C1)C(NC=1SC=C(N1)C(CC)=O)=O)=O)=O ({(R)-[(1S,2S)-2-Phenyl-1-(4-propionyl-thiazol-2-ylcarbamoyl)-propylcarbamoyl]-[4-(2-piperidin-1-yl-ethoxy)-phenyl]-methyl}-carbamic acid tert-butyl ester), solid. The yield is 24.0%. Reaction SMILES: [C:1]([O:5][C:6]([NH:8][C@H:9]([C:13]1[CH:18]=[CH:17][C:16]([O:19][CH2:20][CH2:21][N:22]2[CH2:27][CH2:26][CH2:25][CH2:24][CH2:23]2)=[CH:15][CH:14]=1)[C:10](O)=[O:11])=[O:7])([CH3:4])([CH3:3])[CH3:2].COC1C=CC([C@@H]2C(=O)[N:39]([C@@H:42]([C@H:55]([C:57]3[CH:62]=[CH:61][CH:60]=[CH:59][CH:58]=3)[CH3:56])[C:43]([NH:45][C:46]3[S:47][CH:48]=[C:49]([C:51](=[O:54])[CH2:52][CH3:53])[N:50]=3)=[O:44])C(=O)N2)=CC=1.Cl.CN(C)CCCN=C=NCC>O1CCCC1>[C:1]([O:5][C:6](=[O:7])[NH:8][C@@H:9]([C:10](=[O:11])[NH:39][C@H:42]([C:43](=[O:44])[NH:45][C:46]1[S:47][CH:48]=[C:49]([C:51](=[O:54])[CH2:52][CH3:53])[N:50]=1)[C@H:55]([C:57]1[CH:62]=[CH:61][CH:60]=[CH:59][CH:58]=1)[CH3:56])[C:13]1[CH:18]=[CH:17][C:16]([O:19][CH2:20][CH2:21][N:22]2[CH2:27][CH2:26][CH2:25][CH2:24][CH2:23]2)=[CH:15][CH:14]=1)([CH3:3])([CH3:4])[CH3:2] |f:2.3|. Reported procedure: (R)-tert-Butoxycarbonylamino-[4-(2-piperidin-1-yl-ethoxy)-phenyl]-acetic acid (740 mg, ≈1.96 mmol) was dissolved in tetrahydrofuran (30 mL) and (2S,3S)-2-amino-3-phenyl-N-(4-propionyl-thiazol-2-yl)-butyramide (250 mg, 0.78 mmol) (prepared as described in example 4) was added followed by 1-[3-(dimethylamino)propyl]-3-ethylcarbodiimide hydrochloride (180 mg, 0.94 mmol) at 0° C. The reaction mixture was allowed to slowly warm to room temperature. After stirring for 3.5 hours additional (R)-tert-but... Reactants: N1C=CC2=CC(=CC=C12)OCC(=O)OC (methyl (1H-indol-5-yloxy)-acetate), C(C)(C)(C)OC(=O)N1S(OCCC1(C)C)(=O)=O (N-tert-butoxycarbonyl-4,4-dimethyl-[1,2,3]oxathiazinane-2,2-dioxide). The product is NC(CCN1C=CC2=CC(=CC=C12)OCC(=O)OC)(C)C (methyl [1-(3-amino-3-methyl-butyl)-1H-indol-5-yloxy]-acetate). As a reaction SMILES: [NH:1]1[C:9]2[C:4](=[CH:5][C:6]([O:10][CH2:11][C:12]([O:14][CH3:15])=[O:13])=[CH:7][CH:8]=2)[CH:3]=[CH:2]1.C(OC([N:23]1[C:28]([CH3:30])([CH3:29])[CH2:27][CH2:26]OS1(=O)=O)=O)(C)(C)C>>[NH2:23][C:28]([CH3:30])([CH3:29])[CH2:27][CH2:26][N:1]1[C:9]2[C:4](=[CH:5][C:6]([O:10][CH2:11][C:12]([O:14][CH3:15])=[O:13])=[CH:7][CH:8]=2)[CH:3]=[CH:2]1. Procedure: Prepared analogously to Component V by alkylation of methyl (1H-indol-5-yloxy)-acetate with N-tert-butoxycarbonyl-4,4-dimethyl-[1,2,3]oxathiazinane-2,2-dioxide and subsequent cleaving of the acid protecting group.